This data is from the Open Reaction Database (ORD), a public repository of structured organic reaction records. The task is: describe an organic reaction: reactants, conditions, products, and yield Reactants: C(C(=O)Cl)(=O)Cl (oxalyl chloride), N[C@H]1[C@@H]2N(C(=C(CS2)CSC2=NN=NN2NC=O)C(=O)O)C1=O (7β-amino-3-[(1-formamido-1H-tetrazol-5-yl)thiomethyl]-3-cephem-4-carboxylic acid), C(C1=CC=CC=C1)(C1=CC=CC=C1)(C1=CC=CC=C1)NC=1SC=C(N1)/C(/C(=O)O)=N/OC (2-(2-tritylaminothiazol-4-yl)-(Z)-2-methoxyiminoacetic acid). The solvent is ClCCl (dichloromethane), ClCCl (dichloromethane), CC(=O)N(C)C (dimethylacetamide), C(C)N(CC)CC (triethylamine), ClCCl (dichloromethane), CC(=O)N(C)C (dimethylacetamide). Reaction conditions: time 15 minute. Product: S1CC=C(N2[C@H]1CC2=O)C(=O)O (3-cephem-4-carboxylic acid). Reaction SMILES: C(NC1SC=C(/C(=N/OC)/C(O)=O)N=1)(C1C=CC=CC=1)(C1C=CC=CC=1)C1C=CC=CC=1.C(Cl)(=O)C(Cl)=O.N[C@@H:40]1[C:60](=[O:61])[N:42]2[C:43]([C:57]([OH:59])=[O:58])=[C:44](CSC3N(NC=O)N=NN=3)[CH2:45][S:46][C@H:41]12>ClCCl.CC(N(C)C)=O.C(N(CC)CC)C>[S:46]1[C@@H:41]2[CH2:40][C:60](=[O:61])[N:42]2[C:43]([C:57]([OH:59])=[O:58])=[CH:44][CH2:45]1. Procedure: 2.66 g of 2-(2-tritylaminothiazol-4-yl)-(Z)-2-methoxyiminoacetic acid and 3 ml of dimethylacetamide were dissolved in 50 ml of dichloromethane, and a solution of 0.78 ml of oxalyl chloride in 2 ml of dichloromethane was added gradually thereto at -17° to -15° C. under stirring. After the mixture was stirred at the same temperature for 10 minutes, a solution of 3.22 g of 7β-amino-3-[(1-formamido-1H-tetrazol-5-yl)thiomethyl]-3-cephem-4-carboxylic acid and 3.66 g of triethylamine in dichloromethane... The reactants are O=C([O-])[O-], ClCCl, CSc1ccc2c(c1)C(SCCN(C)C)=Cc1ccccc1O2, [K+], [K+], O=C(Cl)Oc1ccccc1. Product: CSc1ccc2c(c1)C(SCCN(C)C(=O)Oc1ccccc1)=Cc1ccccc1O2. Reaction SMILES: [C:24](=[O:25])([O-:26])[O-:27].[CH2:40]([Cl:41])[Cl:42].[CH3:1][N:2]([CH2:3][CH2:4][S:5][C:6]1=[CH:12][c:11]2[c:10]([cH:16][cH:15][cH:14][cH:13]2)[O:9][c:8]2[c:7]1[cH:20][c:19]([S:21][CH3:22])[cH:18][cH:17]2)[CH3:23].[K+:28].[K+:29].[c:30]1([O:36][C:37](=[O:38])[Cl:39])[cH:31][cH:32][cH:33][cH:34][cH:35]1>>[CH3:1][N:2]([CH2:3][CH2:4][S:5][C:6]1=[CH:12][c:11]2[c:10]([cH:16][cH:15][cH:14][cH:13]2)[O:9][c:8]2[c:7]1[cH:20][c:19]([S:21][CH3:22])[cH:18][cH:17]2)[C:37]([O:36][c:30]1[cH:31][cH:32][cH:33][cH:34][cH:35]1)=[O:38].